From a dataset of the Open Reaction Database (ORD), a public repository of structured organic reaction records. describe an organic reaction: reactants, conditions, products, and yield Reaction SMILES: [CH3:1][S:2]([NH:5][CH2:6][CH2:7][NH:8]C(OC(C)(C)C)=O)(=[O:4])=[O:3].C(O)C.[ClH:19]>CO>[ClH:19].[NH2:8][CH2:7][CH2:6][NH:5][S:2]([CH3:1])(=[O:4])=[O:3] |f:4.5|. The product is Cl.NCCNS(=O)(=O)C (N-(2-aminoethyl)methylsulfonamide hydrochloride). The yield is 79.3%. Reactants: Cl (hydrogen chloride), CS(=O)(=O)NCCNC(=O)OC(C)(C)C (tert-butyl 2-methylsulfonamidoethylaminoformate), mixture, C(C)O (ethanol). Run in CO (methanol). Procedure: In a 500 ml reaction flask, tert-butyl 2-methylsulfonamidoethylaminoformate (25 g) and 350 ml of a mixture of ethanol and methanol were added. The mixture was stirred by an electromagnetic stirrer, fed with dry hydrogen chloride gas for 3 h, stirred at room temperature overnight, concentrated under a reduced pressure to a small volume, subjected to suction filtration to obtain 14.6 g of brown-gray powdery solid, yield 79.3%. Reactants: O1CCOCC1 (Dioxane), BrC=1N=C2C(=NC1)NC=C2C(C(C)(C)C)=O (1-(2-bromo-5H-pyrrolo[2,3-b]pyrazin-7-yl)-2,2-dimethyl-propan-1-one), C(C)C=1C=C(C=CC1)B(O)O (3-ethylphenylboronic acid), C(=O)([O-])[O-].[K+].[K+] (K2CO3). Reagents/catalysts: C1=CC=C(C=C1)P([C-]2C=CC=C2)C3=CC=CC=C3.C1=CC=C(C=C1)P([C-]2C=CC=C2)C3=CC=CC=C3.Cl[Pd]Cl.[Fe+2] ([1,1′-bis(diphenylphosphino)ferrocene]dichloro-palladium(II)). Run in O (water). Product: C(C)C=1C=C(C=CC1)C=1N=C2C(=NC1)NC=C2C(C(C)(C)C)=O (1-[2-(3-ethyl-phenyl)-5H-pyrrolo[2,3-b]pyrazin-7-yl]-2,2-dimethyl-propan-1-one). Isolated yield 49.4%. Reaction SMILES: Br[C:2]1[N:3]=[C:4]2[C:10]([C:11](=[O:16])[C:12]([CH3:15])([CH3:14])[CH3:13])=[CH:9][NH:8][C:5]2=[N:6][CH:7]=1.[CH2:17]([C:19]1[CH:20]=[C:21](B(O)O)[CH:22]=[CH:23][CH:24]=1)[CH3:18].C([O-])([O-])=O.[K+].[K+].O1CCOCC1>C1C=CC(P(C2C=CC=CC=2)[C-]2C=CC=C2)=CC=1.C1C=CC(P(C2C=CC=CC=2)[C-]2C=CC=C2)=CC=1.Cl[Pd]Cl.[Fe+2].O>[CH2:17]([C:19]1[CH:24]=[C:23]([C:2]2[N:3]=[C:4]3[C:10]([C:11](=[O:16])[C:12]([CH3:15])([CH3:14])[CH3:13])=[CH:9][NH:8][C:5]3=[N:6][CH:7]=2)[CH:22]=[CH:21][CH:20]=1)[CH3:18] |f:2.3.4,6.7.8.9|. Procedure details: A microwave tube was charged with 1-(2-bromo-5H-pyrrolo[2,3-b]pyrazin-7-yl)-2,2-dimethyl-propan-1-one (152 mg, 0.54 mmol), 3-ethylphenylboronic acid (89 mg, 0.59 mmol), [1,1′-bis(diphenylphosphino)ferrocene]dichloro-palladium(II) (35 mg, 0.042 mmol), and K2CO3 (186 mg, 1.34 mmol). Dioxane (4 ml) and water (1 ml) were added, and the tube was microwaved at 150° C. for 45 min. The reaction mixture was filtered through a plug of celite. The filtrate was collected and partitioned between EtOAc/water.... The reactants are Cc1ccccc1, CCOC(=O)CC(=O)CCl, OCCC(c1ccccc1)c1ccccc1. Yields the product O=C(CCl)CC(=O)OCCC(c1ccccc1)c1ccccc1. RXN SMILES: [CH3:27][c:28]1[cH:29][cH:30][cH:31][cH:32][cH:33]1.[Cl:1][CH2:2][C:3]([CH2:4][C:5](=[O:6])[O:7][CH2:8][CH3:9])=[O:10].[c:11]1([CH:17]([CH2:18][CH2:19][OH:20])[c:21]2[cH:22][cH:23][cH:24][cH:25][cH:26]2)[cH:12][cH:13][cH:14][cH:15][cH:16]1>>[Cl:1][CH2:2][C:3]([CH2:4][C:5](=[O:6])[O:7][CH2:8][CH2:9][CH:17]([c:11]1[cH:12][cH:13][cH:14][cH:15][cH:16]1)[c:21]1[cH:22][cH:23][cH:24][cH:25][cH:26]1)=[O:10].